This data is from the Open Reaction Database (ORD), a public repository of structured organic reaction records. The task is: describe an organic reaction: reactants, conditions, products, and yield Starting materials: O=C([O-])[O-], CN(C)c1ccccn1, CSc1cc2[nH]c(=O)c(C(F)(F)F)nc2cc1Cl, CSc1cc2nc(Cl)c(C(F)(F)F)nc2cc1Cl, [K+], [K+], CN(C)C=O, O=P(Cl)(Cl)Cl, Cc1nnc(S)s1. The product is CSc1cc2nc(Sc3nnc(C)s3)c(C(F)(F)F)nc2cc1Cl. As a reaction SMILES: [C:58](=[O:59])([O-:60])[O-:61].[CH3:37][N:38]([c:39]1[cH:40][cH:41][cH:42][cH:43][n:44]1)[CH3:45].[Cl:19][c:20]1[cH:21][c:22]2[c:23]([cH:24][c:25]1[S:26][CH3:27])[nH:28][c:29](=[O:30])[c:31]([C:32]([F:33])([F:34])[F:35])[n:36]2.[Cl:1][c:2]1[n:3][c:4]2[cH:5][c:6]([S:17][CH3:18])[c:7]([Cl:16])[cH:8][c:9]2[n:10][c:11]1[C:12]([F:13])([F:14])[F:15].[K+:62].[K+:63].[O:64]=[CH:65][N:66]([CH3:67])[CH3:68].[P:46]([Cl:47])([Cl:48])([Cl:49])=[O:50].[SH:51][c:52]1[s:53][c:54]([CH3:57])[n:55][n:56]1>>[c:2]1([S:51][c:52]2[s:53][c:54]([CH3:57])[n:55][n:56]2)[n:3][c:4]2[cH:5][c:6]([S:17][CH3:18])[c:7]([Cl:16])[cH:8][c:9]2[n:10][c:11]1[C:12]([F:13])([F:14])[F:15]. The reactants are COC(=O)c1ccc(C=CCCCCCN(C)C)cc1, CCO. Product: COC(=O)c1ccc(CCCCCCCN(C)C)cc1. RXN SMILES: [CH3:1][N:2]([CH2:3][CH2:4][CH2:5][CH2:6][CH2:7][CH:8]=[CH:9][c:10]1[cH:11][cH:12][c:13]([C:14](=[O:15])[O:16][CH3:17])[cH:18][cH:19]1)[CH3:20].[CH3:21][CH2:22][OH:23]>>[CH3:1][N:2]([CH2:3][CH2:4][CH2:5][CH2:6][CH2:7][CH2:8][CH2:9][c:10]1[cH:11][cH:12][c:13]([C:14](=[O:15])[O:16][CH3:17])[cH:18][cH:19]1)[CH3:20]. Starting materials: CCOC(=O)c1nc(-c2cc(Br)c(O)c(Br)c2)no1, C[Al](C)C, CCCCCC, Cc1ccccc1, Nc1cccc(OC(F)(F)F)c1, O. Product: O=C(Nc1cccc(OC(F)(F)F)c1)c1nc(-c2cc(Br)c(O)c(Br)c2)no1. As a reaction SMILES: [Br:17][c:18]1[cH:19][c:20](-[c:26]2[n:27][o:28][c:29]([C:31](=[O:32])[O:33][CH2:34][CH3:35])[n:30]2)[cH:21][c:22]([Br:25])[c:23]1[OH:24].[CH3:1][Al:2]([CH3:3])[CH3:4].[CH3:37][CH2:38][CH2:39][CH2:40][CH2:41][CH3:42].[CH3:43][c:44]1[cH:45][cH:46][cH:47][cH:48][cH:49]1.[F:5][C:6]([O:7][c:8]1[cH:9][c:10]([NH2:11])[cH:12][cH:13][cH:14]1)([F:15])[F:16].[OH2:36]>>[F:5][C:6]([O:7][c:8]1[cH:9][c:10]([NH:11][C:31]([c:29]2[o:28][n:27][c:26](-[c:20]3[cH:19][c:18]([Br:17])[c:23]([OH:24])[c:22]([Br:25])[cH:21]3)[n:30]2)=[O:32])[cH:12][cH:13][cH:14]1)([F:15])[F:16]. Reactants: Cc1ccccc1-n1nc(C(C)(C)C)c(Br)c1N, O=C([O-])[O-], CB1OB(C)OB(C)O1, [K+], [K+], CN(C)C=O, O. The product is Cc1ccccc1-n1nc(C(C)(C)C)c(C)c1N. RXN SMILES: [Br:1][c:2]1[c:3]([C:15]([CH3:16])([CH3:17])[CH3:18])[n:4][n:5](-[c:8]2[c:9]([CH3:14])[cH:10][cH:11][cH:12][cH:13]2)[c:6]1[NH2:7].[C:28](=[O:29])([O-:30])[O-:31].[CH3:19][B:20]1[O:21][B:22]([CH3:23])[O:24][B:25]([CH3:26])[O:27]1.[K+:32].[K+:33].[O:34]=[CH:35][N:36]([CH3:37])[CH3:38].[OH2:39]>>[c:2]1([CH3:19])[c:3]([C:15]([CH3:16])([CH3:17])[CH3:18])[n:4][n:5](-[c:8]2[c:9]([CH3:14])[cH:10][cH:11][cH:12][cH:13]2)[c:6]1[NH2:7]. The reactants are IC=1C=NC=CC1 (3-iodo-pyridine), N1CCCC1 (pyrrolidine), CC(C(C=C)O)C (4-methyl-1-penten-3-ol), C([O-])(O)=O.[Na+] (sodium bicarbonate). Reagents/catalysts: [Cl-].C(CCC)[N+](CCCC)(CCCC)CCCC (tetrabutyl ammonium chloride), C(C)(=O)[O-].[Pd+2].C(C)(=O)[O-] (palladium acetate). Solvent: CN(C)C=O (DMF). Yields the product CC(C(CCC=1C=NC=CC1)=O)C (4-Methyl-1-pyridin-3-yl-pentan-3-one). RXN SMILES: I[C:2]1[CH:3]=[N:4][CH:5]=[CH:6][CH:7]=1.[CH3:8][CH:9]([CH3:14])[CH:10]([OH:13])[CH:11]=[CH2:12].C(=O)(O)[O-].[Na+].N1CCCC1>[Cl-].C([N+](CCCC)(CCCC)CCCC)CCC.C([O-])(=O)C.[Pd+2].C([O-])(=O)C.CN(C=O)C>[CH3:8][CH:9]([CH3:14])[C:10](=[O:13])[CH2:11][CH2:12][C:2]1[CH:3]=[N:4][CH:5]=[CH:6][CH:7]=1 |f:2.3,5.6,7.8.9|. Reported procedure: The title compound was prepared according to General Method 4a using 3-iodo-pyridine (36.6 mmol), 4-methyl-1-penten-3-ol (54.9 mmol), tetrabutyl ammonium chloride (36.6 mmol), sodium bicarbonate (91.5 mmol), pyrrolidine (˜1.5 mL), DMF (15 mL), and palladium acetate (0.51 g). The title compound was flash chromatographed eluting with EtOAc:CH2Cl2:hexane 50:25:25.